From a dataset of the Open Reaction Database (ORD), a public repository of structured organic reaction records. describe an organic reaction: reactants, conditions, products, and yield Starting materials: CC(C)(C)OC(=O)N1CCC2(CC2)C(O)C1, COC(C)(C)C, CCO, Cl. The product is Cl, OC1CNCCC12CC2. RXN SMILES: [C:1]([O:2][C:3](=[O:4])[N:8]1[CH2:9][CH:10]([OH:16])[C:11]2([CH2:12][CH2:13]2)[CH2:14][CH2:15]1)([CH3:5])([CH3:6])[CH3:7].[CH3:18][O:19][C:20]([CH3:21])([CH3:22])[CH3:23].[CH3:24][CH2:25][OH:26].[ClH:17]>>[ClH:17].[NH:8]1[CH2:9][CH:10]([OH:16])[C:11]2([CH2:12][CH2:13]2)[CH2:14][CH2:15]1. The reactants are CC(C)NC(=O)C1OC1C1=CC=CC=C1 (N-(1-methylethyl)-3-phenyl-2-oxiranecarboxamide), C1=C(C=CC=C1O)C (m-cresol), [H-].[Na+] (sodium hydride), C1COCCOCCOCCOCCOCCO1 (18-crown-6). As a reaction SMILES: [CH3:1][CH:2]([NH:4][C:5]([CH:7]1[CH:9]([C:10]2[CH:15]=[CH:14][CH:13]=[CH:12][CH:11]=2)[O:8]1)=[O:6])[CH3:3].[CH:16]1[C:21]([OH:22])=[CH:20][CH:19]=[CH:18][C:17]=1[CH3:23].[H-].[Na+].C1OCCOCCOCCOCCOCCOC1>C(#N)C>[OH:8][CH:7]([CH:9]([O:22][C:21]1[CH:20]=[CH:19][CH:18]=[C:17]([CH3:23])[CH:16]=1)[C:10]1[CH:11]=[CH:12][CH:13]=[CH:14][CH:15]=1)[C:5]([NH:4][CH:2]([CH3:1])[CH3:3])=[O:6] |f:2.3|. Reported procedure: This compound was prepared as in Example 12 from N-(1-methylethyl)-3-phenyl-2-oxiranecarboxamide (6.16 g.), m-cresol (3.3 g.), sodium hydride (50% oil dispersion, 1.5 g.), 18-crown-6 (0.9 g.), and acetonitrile (250 ml.). The product which was recrystallized from ether melted at 158°-159°, and weighed 3.2 g. The product is OC(C(=O)NC(C)C)C(C1=CC=CC=C1)OC1=CC(=CC=C1)C (α-Hydroxy-β-(3-Methylphenoxy)-N-(1-Methylethyl)Benzenepropanamide). The solvent is C(C)#N (acetonitrile). Reactants: C(C)(C)(C)C1=C(C=C(C=C1)C(=O)O)NC(CC(CCCCC)C1=C(C=CC=C1)OC)=O (N-(2-t-butyl-5-carboxyphenyl)-3-(2-methoxyphenyl)octanamide), CN1CCNCC1 (4-methylpiperazine). Product: C(C)(C)(C)C1=C(C=C(C=C1)C(=O)N1CCN(CC1)C)NC(CC(CCCCC)C1=C(C=CC=C1)OC)=O (N-[2-t-Butyl-5-(4-methyl-1-piperizinecarbonyl)phenyl]-3-(2-methoxyphenyl)octanamide). As a reaction SMILES: [C:1]([C:5]1[CH:10]=[CH:9][C:8]([C:11]([OH:13])=O)=[CH:7][C:6]=1[NH:14][C:15](=[O:31])[CH2:16][CH:17]([C:23]1[CH:28]=[CH:27][CH:26]=[CH:25][C:24]=1[O:29][CH3:30])[CH2:18][CH2:19][CH2:20][CH2:21][CH3:22])([CH3:4])([CH3:3])[CH3:2].[CH3:32][N:33]1[CH2:38][CH2:37][NH:36][CH2:35][CH2:34]1>>[C:1]([C:5]1[CH:10]=[CH:9][C:8]([C:11]([N:36]2[CH2:37][CH2:38][N:33]([CH3:32])[CH2:34][CH2:35]2)=[O:13])=[CH:7][C:6]=1[NH:14][C:15](=[O:31])[CH2:16][CH:17]([C:23]1[CH:28]=[CH:27][CH:26]=[CH:25][C:24]=1[O:29][CH3:30])[CH2:18][CH2:19][CH2:20][CH2:21][CH3:22])([CH3:2])([CH3:3])[CH3:4]. Reported procedure: Following a similar procedure to that described in Example 8, but using N-(2-t-butyl-5-carboxyphenyl)-3-(2-methoxyphenyl)octanamide (prepared as described in Preparation 74F) and 4-methylpiperazine, the title compound was obtained as a colorless foam-like substance. The reactants are BrCCC1=CC=C(C(=O)O)C=C1 (p-Bromoethylbenzoic acid), C1(=CC=CC=C1)P(C1=CC=CC=C1)C1=CC=CC=C1 (triphenylphosphine). The solvent is C1(=CC(=CC=C1)C)C (m-xylene). Yields the product [Br-].C(=O)(O)C1=CC=C(CC[P+](C2=CC=CC=C2)(C2=CC=CC=C2)C2=CC=CC=C2)C=C1 (4-Carboxyphenethyl(triphenyl)phosphonium bromide). Yield: 82.1%. RXN SMILES: [Br:1][CH2:2][CH2:3][C:4]1[CH:12]=[CH:11][C:7]([C:8]([OH:10])=[O:9])=[CH:6][CH:5]=1.[C:13]1([P:19]([C:26]2[CH:31]=[CH:30][CH:29]=[CH:28][CH:27]=2)[C:20]2[CH:25]=[CH:24][CH:23]=[CH:22][CH:21]=2)[CH:18]=[CH:17][CH:16]=[CH:15][CH:14]=1>C1(C)C=CC=C(C)C=1>[Br-:1].[C:8]([C:7]1[CH:11]=[CH:12][C:4]([CH2:3][CH2:2][P+:19]([C:20]2[CH:21]=[CH:22][CH:23]=[CH:24][CH:25]=2)([C:26]2[CH:31]=[CH:30][CH:29]=[CH:28][CH:27]=2)[C:13]2[CH:14]=[CH:15][CH:16]=[CH:17][CH:18]=2)=[CH:5][CH:6]=1)([OH:10])=[O:9] |f:3.4|. Procedure: p-Bromoethylbenzoic acid (15 mmol, 3.45 g) and triphenylphosphine (16.5 mmol, 4.32 g) were refluxed in 100 ml m-xylene for 9 h (oil bath temperature 150° C.). The mixture was then cooled down, the solid formed was filtered, washed with m-xylene (2×20 ml), hexanes (2×20 ml), and air-dried to give 6.05 g (82%) of beige crystals. Recrystallization from MeOH—CHCl3-hexanes (˜1:3:5) afforded 2.8 g (38%) of pure off-white crystals of 4-carboxyphenethyl(triphenyl)phosphonium bromide. 1H NMR (400 MHz, CD...